This data is from the Open Reaction Database (ORD), a public repository of structured organic reaction records. The task is: describe an organic reaction: reactants, conditions, products, and yield Reaction SMILES: FC1C=CC(S(CCC)(=O)=O)=CC=1C#C[Si](C)(C)C.[C:20]([O:24][C:25](=[O:37])[CH2:26][O:27][C:28]1[CH:33]=[CH:32][C:31]([Cl:34])=[CH:30][C:29]=1[C:35]#[CH:36])([CH3:23])([CH3:22])[CH3:21].Br[C:39]1[CH:44]=[CH:43][C:42]([C:45]2[CH:50]=[CH:49][C:48]([Cl:51])=[CH:47][CH:46]=2)=[C:41]([S:52]([CH3:55])(=[O:54])=[O:53])[CH:40]=1>>[C:20]([O:24][C:25](=[O:37])[CH2:26][O:27][C:28]1[CH:33]=[CH:32][C:31]([Cl:34])=[CH:30][C:29]=1[C:35]#[C:36][C:39]1[CH:44]=[CH:43][C:42]([C:45]2[CH:50]=[CH:49][C:48]([Cl:51])=[CH:47][CH:46]=2)=[C:41]([S:52]([CH3:55])(=[O:53])=[O:54])[CH:40]=1)([CH3:23])([CH3:22])[CH3:21]. Procedure details: Following the general method as outlined in Intermediate 107, starting from (4-chloro-2-ethynyl-phenoxy)-acetic acid tert-butyl ester (Intermediate 3) and 4-bromo-4′-chloro-2-(methylsulfonyl)biphenyl (Intermediate 211), the title compound was obtained as a brown sticky solid after purification by flash column chromatography (silica), eluting with cyclohexane containing increasing amounts of EtOAc. Product: C(C)(C)(C)OC(COC1=C(C=C(C=C1)Cl)C#CC1=CC(=C(C=C1)C1=CC=C(C=C1)Cl)S(=O)(=O)C)=O (tert-butyl(4-chloro-2-{[4′-chloro-2-(methylsulfonyl)biphenyl-4-yl]ethynyl}phenoxy)acetate). Starting materials: FC1=C(C=C(C=C1)S(=O)(=O)CCC)C#C[Si](C)(C)C ({[2-Fluoro-5-(propylsulfonyl)phenyl]ethynyl}trimethyl silane), BrC1=CC(=C(C=C1)C1=CC=C(C=C1)Cl)S(=O)(=O)C (4-bromo-4′-chloro-2-(methylsulfonyl)biphenyl), BrC1=CC(=C(C=C1)C1=CC=C(C=C1)Cl)S(=O)(=O)C (4-bromo-4′-chloro-2-(methylsulfonyl)biphenyl), C(C)(C)(C)OC(COC1=C(C=C(C=C1)Cl)C#C)=O (tert-butyl(4-chloro-2-ethynylphenoxy)acetate), C(C)(C)(C)OC(COC1=C(C=C(C=C1)Cl)C#C)=O (tert-butyl(4-chloro-2-ethynylphenoxy)acetate). The reactants are CCn1ncc2c(Cl)c3ccccc3nc21, CS(C)=O, NCc1ccc(OCCN2CCOCC2)cc1, O. Product: CCn1ncc2c(NCc3ccc(OCCN4CCOCC4)cc3)c3ccccc3nc21. Reaction SMILES: [CH2:1]([CH3:2])[n:3]1[n:4][cH:5][c:6]2[c:7]1[n:8][c:9]1[cH:10][cH:11][cH:12][cH:13][c:14]1[c:15]2[Cl:16].[CH3:34][S:35]([CH3:36])=[O:37].[O:17]1[CH2:18][CH2:19][N:20]([CH2:23][CH2:24][O:25][c:26]2[cH:27][cH:28][c:29]([CH2:32][NH2:33])[cH:30][cH:31]2)[CH2:21][CH2:22]1.[OH2:38]>>[CH2:1]([CH3:2])[n:3]1[n:4][cH:5][c:6]2[c:7]1[n:8][c:9]1[cH:10][cH:11][cH:12][cH:13][c:14]1[c:15]2[NH:33][CH2:32][c:29]1[cH:28][cH:27][c:26]([O:25][CH2:24][CH2:23][N:20]2[CH2:19][CH2:18][O:17][CH2:22][CH2:21]2)[cH:31][cH:30]1.